Dataset: the Open Reaction Database (ORD), a public repository of structured organic reaction records. Task: describe an organic reaction: reactants, conditions, products, and yield The reactants are ice water, NC1=C(C(=O)N)C=C(C=C1C)F (2-amino-5-fluoro-3-methyl-benzamide), CN1CCN(CC1)C1=CC=C(C=O)C=C1 (4-(4-methyl-piperazin-1-yl)-benzaldehyde), S(=O)([O-])OS(=O)[O-].[Na+].[Na+] (sodium disulfite). Run in CN1C(CCC1)=O (N-methyl-pyrrolidone). Conditions: time 16 hour. Product: FC=1C=C2C(NC(=NC2=C(C1)C)C1=CC=C(C=C1)N1CCN(CC1)C)=O (6-fluoro-8-methyl-2-[4-(4-methyl-piperazin-1-yl)-phenyl]-3H-quinazolin-4-one). Reaction SMILES: [NH2:1][C:2]1[C:10]([CH3:11])=[CH:9][C:8]([F:12])=[CH:7][C:3]=1[C:4]([NH2:6])=[O:5].[CH3:13][N:14]1[CH2:19][CH2:18][N:17]([C:20]2[CH:27]=[CH:26][C:23]([CH:24]=O)=[CH:22][CH:21]=2)[CH2:16][CH2:15]1.S(OS([O-])=O)([O-])=O.[Na+].[Na+]>CN1CCCC1=O>[F:12][C:8]1[CH:7]=[C:3]2[C:2](=[C:10]([CH3:11])[CH:9]=1)[N:1]=[C:24]([C:23]1[CH:22]=[CH:21][C:20]([N:17]3[CH2:16][CH2:15][N:14]([CH3:13])[CH2:19][CH2:18]3)=[CH:27][CH:26]=1)[NH:6][C:4]2=[O:5] |f:2.3.4|. Procedure: A solution of 2-amino-5-fluoro-3-methyl-benzamide (84.1 mg, 0.50 mmol), 4-(4-methyl-piperazin-1-yl)-benzaldehyde (123 mg, 0.60 mmol) and sodium disulfite (97 mg, 0.51 mmol) in N-methyl-pyrrolidone (1 ml) is heated to 150° C. and stirred at this temperature for 16 hours. The reaction mixture is allowed to reach room temperature and poured into ice water. The resulting precipitate is collected by filtration, washed with water and dried. The residue is chromatographed on a silica gel column with me... The reactants are C1CCOC1, CI, [H-], [Na+], CCOC(=O)c1cc2c([nH]1)CN(C(=O)OC(C)(C)C)CC2. Yields the product CCOC(=O)c1cc2c(n1C)CN(C(=O)OC(C)(C)C)CC2. As a reaction SMILES: [CH2:26]1[O:27][CH2:28][CH2:29][CH2:30]1.[CH3:24][I:25].[H-:23].[Na+:22].[nH:1]1[c:2]([C:17](=[O:18])[O:19][CH2:20][CH3:21])[cH:3][c:4]2[c:5]1[CH2:6][N:7]([C:10](=[O:11])[O:12][C:13]([CH3:14])([CH3:15])[CH3:16])[CH2:8][CH2:9]2>>[n:1]1([CH3:24])[c:2]([C:17](=[O:18])[O:19][CH2:20][CH3:21])[cH:3][c:4]2[c:5]1[CH2:6][N:7]([C:10](=[O:11])[O:12][C:13]([CH3:14])([CH3:15])[CH3:16])[CH2:8][CH2:9]2. The reactants are CC1(C)OCc2cc(C3CN(CCCCCCBr)C(=O)O3)ccc2O1, [H-], [Na+], O=P([O-])([O-])[O-], CN(C)C=O, O, OCCO. Product: CC1(C)OCc2cc(C3CN(CCCCCCOCCO)C(=O)O3)ccc2O1. As a reaction SMILES: [Br:7][CH2:8][CH2:9][CH2:10][CH2:11][CH2:12][CH2:13][N:14]1[C:15](=[O:31])[O:16][CH:17]([c:19]2[cH:20][c:21]3[c:22]([cH:29][cH:30]2)[O:23][C:24]([CH3:27])([CH3:28])[O:25][CH2:26]3)[CH2:18]1.[H-:5].[Na+:6].[O-:32][P:33](=[O:34])([O-:35])[O-:36].[O:37]=[CH:38][N:39]([CH3:40])[CH3:41].[OH2:42].[OH:1][CH2:2][CH2:3][OH:4]>>[O:1]([CH2:2][CH2:3][OH:4])[CH2:8][CH2:9][CH2:10][CH2:11][CH2:12][CH2:13][N:14]1[C:15](=[O:31])[O:16][CH:17]([c:19]2[cH:20][c:21]3[c:22]([cH:29][cH:30]2)[O:23][C:24]([CH3:27])([CH3:28])[O:25][CH2:26]3)[CH2:18]1. The reactants are Cl (HCl), CN(C)C=NC1=C(C(=O)OC)C=CC=C1 (methyl 2-(dimethylaminomethyleneamino)benzoate), C[O-].[Na+] (sodium methoxide), C(C)#N (acetonitrile). The solvent is C1(=CC=CC=C1)C (toluene), O (water). Product: O=C1C(=CNC2=CC=CC=C12)C#N (1,4-Dihydro-4oxo-3-quinolinecarbonitrile). As a reaction SMILES: CN([CH:4]=[N:5][C:6]1[CH:15]=[CH:14][CH:13]=[CH:12][C:7]=1[C:8]([O:10]C)=O)C.C[O-].[Na+].[C:19](#[N:21])[CH3:20].Cl>O.C1(C)C=CC=CC=1>[O:10]=[C:8]1[C:7]2[C:6](=[CH:15][CH:14]=[CH:13][CH:12]=2)[NH:5][CH:4]=[C:20]1[C:19]#[N:21] |f:1.2|. Reported procedure: A stirred mixture of 1.03 g of methyl 2-(dimethylaminomethyleneamino)benzoate, 0.54 g of sodium methoxide, 1.04 ml of acetonitrile, and 10 ml of toluene was refluxed for 18 h. The mixture was cooled, treated with water, and brought to pH 3 by addition of dilute HCl. The resulting solid was extracted with ethyl acetate. The extract was washed with water, dried and evaporated. The residue was recrystallized from ethanol to give a solid, mp 290-300° C. Reactants: CC1=CC=C(OC2=C(C(=O)O)C=CC=C2)C=C1 (2-(4-methylphenoxy)-benzoic acid), S(O)(O)(=O)=O (sulfuric acid), CO (methanol). Yields the product CC1=CC=C(OC2=C(C(=O)OC)C=CC=C2)C=C1 (methyl 2-(4-methylphenoxyl)benzoate). RXN SMILES: [CH3:1][C:2]1[CH:17]=[CH:16][C:5]([O:6][C:7]2[CH:15]=[CH:14][CH:13]=[CH:12][C:8]=2[C:9]([OH:11])=[O:10])=[CH:4][CH:3]=1.S(=O)(=O)(O)O.[CH3:23]O>>[CH3:1][C:2]1[CH:17]=[CH:16][C:5]([O:6][C:7]2[CH:15]=[CH:14][CH:13]=[CH:12][C:8]=2[C:9]([O:11][CH3:23])=[O:10])=[CH:4][CH:3]=1. Reported procedure: A solution of 37.70 g of 2-(4-methylphenoxy)-benzoic acid was 12.0 mL of concentrated sulfuric acid in 500 mL of methanol was refluxed for 14 hours. After cooling, the reaction mixture was concentrated in vacuo and the residue was added to a mixture of methylene chloride and water. The organic phase was separated, washed with saturated sodium bicarbonate solution and brine, dried over anhydrous sodium sulfate, filtered, and concentrated. The crude product was kugelrohr distilled (120°-135°/0.025...